Dataset: the Open Reaction Database (ORD), a public repository of structured organic reaction records. Task: describe an organic reaction: reactants, conditions, products, and yield The reactants are C(=O)(C(F)(F)F)O (TFA), C1(CCCCC1)NNC(=O)OC(C)(C)C (tert-butyl 2-(cyclohexyl)hydrazinecarboxylate), ClC1=CC=C(C(=C1C(=O)N=C=O)F)CNC(C(C)(C)C)=O (6-chloro-2-fluoro-3-(pivalamidomethyl)benzoyl isocyanate). Solvent: C(Cl)Cl (DCM). Product: ClC1=C(C(=C(CNC(C(C)(C)C)=O)C=C1)F)C1=NN(C(N1)=O)C1CCCCC1 (N-(4-Chloro-3-(1-cyclohexyl-5-oxo-4,5-dihydro-1H-1,2,4-triazol-3-yl)-2-fluorobenzyl)pivalamide), pure product. Reaction SMILES: [CH:1]1([NH:7][NH:8]C(OC(C)(C)C)=O)[CH2:6][CH2:5][CH2:4][CH2:3][CH2:2]1.[Cl:16][C:17]1[C:22]([C:23]([N:25]=[C:26]=[O:27])=O)=[C:21]([F:28])[C:20]([CH2:29][NH:30][C:31](=[O:36])[C:32]([CH3:35])([CH3:34])[CH3:33])=[CH:19][CH:18]=1.C(O)(C(F)(F)F)=O>C(Cl)Cl>[Cl:16][C:17]1[CH:18]=[CH:19][C:20]([CH2:29][NH:30][C:31](=[O:36])[C:32]([CH3:35])([CH3:34])[CH3:33])=[C:21]([F:28])[C:22]=1[C:23]1[NH:25][C:26](=[O:27])[N:7]([CH:1]2[CH2:6][CH2:5][CH2:4][CH2:3][CH2:2]2)[N:8]=1. Reported procedure: The title compound was prepared by following the procedure as described for Example-83 by using tert-butyl 2-(cyclohexyl)hydrazinecarboxylate (Intermediate-64, 0.050 g, 0.23 mmol), 6-chloro-2-fluoro-3-(pivalamidomethyl)benzoyl isocyanate (Intermediate-51, 0.225 g, 0.70 mmol), DCM (10 mL) and TFA (3 mL) to afford 0.015 g of pure product. NMR (400 MHz, DMSO d6): δ 1.13 (s, 9H), 1.22-1.23 (m, 2H), 1.30-1.37 (m, 2H), 1.62-1.64 (m, 2H), 1.78-1.81 (m, 4H), 3.90-3.92 (m, 1H), 4.27-4.28 (d, J=4.8 Hz, 2H... Reactants: CO, NC(C(=O)O)C(c1ccccc1)N(C=O)Cc1ccccc1, CN(C)C=O, O=S(Cl)Cl. Yields the product COC(=O)C(N)C(c1ccccc1)N(C=O)Cc1ccccc1. Reaction SMILES: [CH3:32][OH:33].[NH2:1][CH:2]([C:3](=[O:4])[OH:5])[CH:6]([c:7]1[cH:8][cH:9][cH:10][cH:11][cH:12]1)[N:13]([CH:14]=[O:15])[CH2:16][c:17]1[cH:18][cH:19][cH:20][cH:21][cH:22]1.[O:27]=[CH:28][N:29]([CH3:30])[CH3:31].[S:23]([Cl:24])([Cl:25])=[O:26]>>[NH2:1][CH:2]([C:3](=[O:4])[O:5][CH3:28])[CH:6]([c:7]1[cH:8][cH:9][cH:10][cH:11][cH:12]1)[N:13]([CH:14]=[O:15])[CH2:16][c:17]1[cH:18][cH:19][cH:20][cH:21][cH:22]1. The reactants are CN(S(=O)(=O)C=1C=C(C2=C(CCO2)C1)C(CC1(OC(OC1)(C)C)C(F)(F)F)(C)C)C (7-[2-(2,2-dimethyl-4-trifluoromethyl-[1,3]dioxolan-4-yl)-1,1-dimethyl-ethyl]-2,3-dihydrobenzofuran-5-sulfonic acid dimethylamide), O.C1(=CC=C(C=C1)S(=O)(=O)O)C (p-toluenesulfonic acid monohydrate). Run in CO (methanol), C([O-])(O)=O.[Na+] (sodium bicarbonate). The product is CN(S(=O)(=O)C=1C=C(C2=C(CCO2)C1)C(CC(C(F)(F)F)(CO)O)(C)C)C (7-(4,4,4-Trifluoro-3-hydroxy-3-hydroxymethyl-1,1-dimethylbutyl)-2,3-dihydrobenzofuran-5-sulfonic acid dimethylamide). Isolated yield 78.7%. As a reaction SMILES: [CH3:1][N:2]([CH3:30])[S:3]([C:6]1[CH:7]=[C:8]([C:15]([CH3:29])([CH3:28])[CH2:16][C:17]2([C:24]([F:27])([F:26])[F:25])[CH2:21][O:20]C(C)(C)[O:18]2)[C:9]2[O:13][CH2:12][CH2:11][C:10]=2[CH:14]=1)(=[O:5])=[O:4].O.C1(C)C=CC(S(O)(=O)=O)=CC=1>CO.C(=O)(O)[O-].[Na+]>[CH3:30][N:2]([CH3:1])[S:3]([C:6]1[CH:7]=[C:8]([C:15]([CH3:28])([CH3:29])[CH2:16][C:17]([OH:18])([CH2:21][OH:20])[C:24]([F:25])([F:27])[F:26])[C:9]2[O:13][CH2:12][CH2:11][C:10]=2[CH:14]=1)(=[O:5])=[O:4] |f:1.2,4.5|. Procedure: A mixture of 1.18 g (2.61 mmol) of 7-[2-(2,2-dimethyl-4-trifluoromethyl-[1,3]dioxolan-4-yl)-1,1-dimethyl-ethyl]-2,3-dihydrobenzofuran-5-sulfonic acid dimethylamide and 303 mg (1.59 mmol) of p-toluenesulfonic acid monohydrate in 20 mL of methanol was warmed at reflux for 3 days. The mixture was then cooled and diluted with 15 mL of saturated aqueous sodium bicarbonate and extracted with three 15 mL portions of ethyl acetate. The combined organic layers were washed with two 15 mL portions of satur... Reactants: COC=1C2=CC=CC=3NC(S(C(C32)=CC1)(=O)=O)C (7-methoxy-2-methyl-2,3-dihydronaphtho[1,8-de][1,3]thiazine-1,1-dioxide), B(Br)(Br)Br (boron tribromide). The solvent is ClCCl (dichloromethane). Conditions: temperature -78 celsius, time 24 hour. Yields the product OC=1C2=CC=CC=3NC(S(C(C32)=CC1)(=O)=O)C (7-hydroxy-2-methyl-2,3-dihydronaphtho[1,8-de][1,3]thiazine-1,1-dioxide). Reaction SMILES: C[O:2][C:3]1[C:4]2[C:13]3[C:12](=[CH:14][CH:15]=1)[S:11](=[O:17])(=[O:16])[CH:10]([CH3:18])[NH:9][C:8]=3[CH:7]=[CH:6][CH:5]=2.B(Br)(Br)Br>ClCCl>[OH:2][C:3]1[C:4]2[C:13]3[C:12](=[CH:14][CH:15]=1)[S:11](=[O:17])(=[O:16])[CH:10]([CH3:18])[NH:9][C:8]=3[CH:7]=[CH:6][CH:5]=2. Reported procedure: 0.6 g of 7-methoxy-2-methyl-2,3-dihydronaphtho[1,8-de][1,3]thiazine-1,1-dioxide is dissolved in 23 mL dichloromethane and the solution is cooled to −78° C. 2.3 mL of boron tribromide (1 molar solution in dichloromethane) is added dropwise. Then the mixture is stirred for 24 hours at ambient temperature. After evaporation in vacuo, the residue is purified by chromatography. Yield: 0.36 g; m.p.: 245° C.–246° C. Yields the product CC(C)c1nn2ccccc2c1C(O)C(C)(C)C. The reactants are CC(C)(C)Br, CC(C)c1nn2ccccc2c1C=O, [Cl-], [Mg], [NH4+], c1ccccc1. Reaction SMILES: [C:2]([CH3:3])([CH3:4])([CH3:5])[Br:6].[CH:7]([CH3:8])([CH3:9])[c:10]1[n:11][n:12]2[c:13]([cH:14][cH:15][cH:16][cH:17]2)[c:18]1[CH:19]=[O:20].[Cl-:21].[Mg:1].[NH4+:22].[cH:23]1[cH:24][cH:25][cH:26][cH:27][cH:28]1>>[C:2]([CH3:3])([CH3:4])([CH3:5])[CH:19]([c:18]1[c:10]([CH:7]([CH3:8])[CH3:9])[n:11][n:12]2[c:13]1[cH:14][cH:15][cH:16][cH:17]2)[OH:20]. Reactants: CC=1C(=C(C2=CC=C(C=C2C1)OC)OC1=CC=C(C=C1)/C=C/C(=O)O)C1=CC=CC=C1 ((2E)-3-(4-{[3-methyl-6-(methyloxy)-2-phenyl-1-naphthalenyl]oxy}phenyl)-2-propenoic acid), C(C(=O)Cl)(=O)Cl (oxalyl chloride), N1CCCC1 (pyrrolidine), resultant mixture. The solvent is C(Cl)Cl (CH2Cl2). Conditions: time 12 hour. The product is CC=1C(=C(C2=CC=C(C=C2C1)OC)OC1=CC=C(C=C1)/C=C/C(=O)N1CCCC1)C1=CC=CC=C1 (1-[(2E)-3-(4-{[3-methyl-6-(methyloxy)-2-phenyl-1-naphthalenyl]oxy}phenyl)-2-propenoyl]pyrrolidine). Isolated yield 95.4%. Reaction SMILES: [CH3:1][C:2]1[C:3]([C:26]2[CH:31]=[CH:30][CH:29]=[CH:28][CH:27]=2)=[C:4]([O:14][C:15]2[CH:20]=[CH:19][C:18](/[CH:21]=[CH:22]/[C:23]([OH:25])=O)=[CH:17][CH:16]=2)[C:5]2[C:10]([CH:11]=1)=[CH:9][C:8]([O:12][CH3:13])=[CH:7][CH:6]=2.C(Cl)(=O)C(Cl)=O.[NH:38]1[CH2:42][CH2:41][CH2:40][CH2:39]1>C(Cl)Cl>[CH3:1][C:2]1[C:3]([C:26]2[CH:31]=[CH:30][CH:29]=[CH:28][CH:27]=2)=[C:4]([O:14][C:15]2[CH:16]=[CH:17][C:18](/[CH:21]=[CH:22]/[C:23]([N:38]3[CH2:42][CH2:41][CH2:40][CH2:39]3)=[O:25])=[CH:19][CH:20]=2)[C:5]2[C:10]([CH:11]=1)=[CH:9][C:8]([O:12][CH3:13])=[CH:7][CH:6]=2. Procedure: To a solution of (2E)-3-(4-{[3-methyl-6-(methyloxy)-2-phenyl-1-naphthalenyl]oxy}phenyl)-2-propenoic acid (10) (0.135 g, 0.33 mmol) in CH2Cl2 (2 mL) was added oxalyl chloride (0.043 mL, 0.49 mmol) under N2. The resultant mixture was stirred at room temperature for 2 h. Reaction mixture was concentrated under reduced pressure to afford the crude acid chloride. The acid chloride was dried (Na2SO4) and re-dissolved in CH2Cl2 (5 mL) at room temperature. To the above solution pyrrolidine (0.055 ml, 0.... The reactants are O1CCN(CC1)C=1C=2N(C=CN1)C=C(N2)C2CN(C2)C(=O)OC(C)(C)C (tert-Butyl 3-(8-morpholinoimidazo[1,2-a]pyrazin-2-yl)azetidine-1-carboxylate), C1CC(=O)N(C1=O)Br (NBS). The product is BrC1=CN=C(C=2N1C=C(N2)C2CN(C2)C(=O)OC(C)(C)C)N2CCOCC2 (tert-Butyl 3-(5-bromo-8-morpholinoimidazo[1,2-a]pyrazin-2-yl)azetidine-1-carboxylate). RXN SMILES: [O:1]1[CH2:6][CH2:5][N:4]([C:7]2[C:8]3[N:9]([CH:13]=[C:14]([CH:16]4[CH2:19][N:18]([C:20]([O:22][C:23]([CH3:26])([CH3:25])[CH3:24])=[O:21])[CH2:17]4)[N:15]=3)[CH:10]=[CH:11][N:12]=2)[CH2:3][CH2:2]1.C1C(=O)N([Br:34])C(=O)C1>>[Br:34][C:10]1[N:9]2[CH:13]=[C:14]([CH:16]3[CH2:19][N:18]([C:20]([O:22][C:23]([CH3:26])([CH3:25])[CH3:24])=[O:21])[CH2:17]3)[N:15]=[C:8]2[C:7]([N:4]2[CH2:3][CH2:2][O:1][CH2:6][CH2:5]2)=[N:12][CH:11]=1. Procedure: Compound 29a was brominated with NBS using the methods described in Example 1, Step E to obtain compound 29b. Mass Spectrum (LCMS, ESI pos.): Calcd. for C18H24BrN5O3: 438.1 (M+H). found: 438.2. The reactants are CC(C)=O, [Cl-], Cl, CCCCNC(=O)NS(=O)(=O)c1ccc(CCN)cc1, [Na+], O=C(O)N1Cc2ccccc2C1=O, [OH-], O. Product: CCCCNC(=O)NS(=O)(=O)c1ccc(CCNC(=O)N2Cc3ccccc3C2=O)cc1. Reaction SMILES: [CH3:39][C:40](=[O:41])[CH3:42].[Cl-:23].[ClH:37].[NH2:1][CH2:2][CH2:3][c:4]1[cH:5][cH:6][c:7]([S:10](=[O:11])(=[O:12])[NH:13][C:14](=[O:15])[NH:16][CH2:17][CH2:18][CH2:19][CH3:20])[cH:8][cH:9]1.[Na+:22].[O:24]=[C:25]1[N:26]([C:34](=[O:35])[OH:36])[CH2:27][c:28]2[cH:29][cH:30][cH:31][cH:32][c:33]21.[OH-:21].[OH2:38]>>[NH:1]([CH2:2][CH2:3][c:4]1[cH:5][cH:6][c:7]([S:10](=[O:11])(=[O:12])[NH:13][C:14](=[O:15])[NH:16][CH2:17][CH2:18][CH2:19][CH3:20])[cH:8][cH:9]1)[C:34]([N:26]1[C:25](=[O:24])[c:33]2[c:28]([cH:29][cH:30][cH:31][cH:32]2)[CH2:27]1)=[O:35]. The reactants are C(C=C)NC(=O)[C@H]1NCSC1(C)C ((4R)-5,5-Dimethyl-thiazolidine-4-carboxylic acid allylamide), C(C)(=O)OC=1C(=C(C(=O)N[C@H]([C@@H](C(=O)O)O)CC2=CC=CC=C2)C=CC1)C ((2S,3S)-3-(3-Acetoxy-2-methyl-benzoylamino)-2-hydroxy-4-phenyl-butyric acid), C(C)(C)N=C=NC(C)C (Diisopropylcarbodiimide), CC(N=C=NC(C)C)C (DIC), O (H2O). Run in CC1OCCC1 (2-methyltetrahydrofuran), CC1OCCC1 (2-methyltetrahydrofuran), CC1OCCC1 (2-methyltetrahydrofuran). Reaction conditions: time 10 minute. The product is C(C=C)NC(=O)[C@H]1N(CSC1(C)C)C([C@H]([C@H](CC1=CC=CC=C1)NC(=O)C=1C(=C(C=CC1)OC(C)=O)C)O)=O (acetic acid 3-{(1S,2S)-3-[(4R)-4-allylcarbamoyl-5,5-dimethyl-thiazolidin-3-yl]-1-benzyl-2-hydroxy-3-oxo-propylcarbamoyl}-2-methyl-phenyl ester). Reaction SMILES: [C:1]([O:4][C:5]1[C:6]([CH3:27])=[C:7]([CH:24]=[CH:25][CH:26]=1)[C:8]([NH:10][C@@H:11]([CH2:17][C:18]1[CH:23]=[CH:22][CH:21]=[CH:20][CH:19]=1)[C@H:12]([OH:16])[C:13](O)=[O:14])=[O:9])(=[O:3])[CH3:2].[CH2:28]([NH:31][C:32]([C@@H:34]1[C:38]([CH3:40])([CH3:39])[S:37][CH2:36][NH:35]1)=[O:33])[CH:29]=[CH2:30].O.C(N=C=NC(C)C)(C)C>CC1CCCO1>[CH2:28]([NH:31][C:32]([C@@H:34]1[C:38]([CH3:40])([CH3:39])[S:37][CH2:36][N:35]1[C:13](=[O:14])[C@@H:12]([OH:16])[C@@H:11]([NH:10][C:8]([C:7]1[C:6]([CH3:27])=[C:5]([O:4][C:1](=[O:3])[CH3:2])[CH:26]=[CH:25][CH:24]=1)=[O:9])[CH2:17][C:18]1[CH:23]=[CH:22][CH:21]=[CH:20][CH:19]=1)=[O:33])[CH:29]=[CH2:30]. Procedure details: (2S,3S)-3-(3-Acetoxy-2-methyl-benzoylamino)-2-hydroxy-4-phenyl-butyric acid (271 g; 731 mmol) was added to a 5-L flask containing a solution of (4R)-5,5-Dimethyl-thiazolidine-4-carboxylic acid allylamide (161 g; 804 mmol) in 2-methyltetrahydrofuran (1.20 L total solution), while using 2-methyltetrahydrofuran (500 mL) for rinsing. HOBt.H2O (32.6 g; 241 mmol) was added, using 2-methyltetrahydrofuran (50 mL) for rinsing. The white suspension was allowed to stir at room temperature for 10 min. Diiso...